From a dataset of the Open Reaction Database (ORD), a public repository of structured organic reaction records. describe an organic reaction: reactants, conditions, products, and yield Starting materials: BrC=1C(OC2=CC(=CC=C2C1C)O)=O (3-bromo-7-hydroxy-4-methyl-2H-chromen-2-one), O1CCN(CC1)CCNC(=O)C1=CC=C(C=C1)B(O)O (4-(2-morpholmoethylcarbamoyl)phenylboronic acid), Na3PO4. The reagents and catalysts are CC(=O)[O-].CC(=O)[O-].[Pd+2] (Pd(OAc)2), COC=1C=CC=C(C1C=2C=CC=CC2P(C3CCCCC3)C4CCCCC4)OC (Sphos). The solvent is C(C)OC(C)O (ethoxyethanol), O (water). Conditions: temperature 150 celsius. The product is OC1=CC=C2C(=C(C(OC2=C1)=O)C1=CC=C(C(=O)NCCN2CCOCC2)C=C1)C (4-(7-Hydroxy-4-methyl-2-oxo-2H-chromen-3-yl)-N-(2-morpholinoethyl)benzamide). The yield is 182.2%. As a reaction SMILES: Br[C:2]1[C:3](=[O:14])[O:4][C:5]2[C:10]([C:11]=1[CH3:12])=[CH:9][CH:8]=[C:7]([OH:13])[CH:6]=2.[O:15]1[CH2:20][CH2:19][N:18]([CH2:21][CH2:22][NH:23][C:24]([C:26]2[CH:31]=[CH:30][C:29](B(O)O)=[CH:28][CH:27]=2)=[O:25])[CH2:17][CH2:16]1>C(OC(O)C)C.O.CC([O-])=O.CC([O-])=O.[Pd+2].COC1C=CC=C(OC)C=1C1C=CC=CC=1P(C1CCCCC1)C1CCCCC1>[OH:13][C:7]1[CH:6]=[C:5]2[C:10]([C:11]([CH3:12])=[C:2]([C:29]3[CH:30]=[CH:31][C:26]([C:24]([NH:23][CH2:22][CH2:21][N:18]4[CH2:19][CH2:20][O:15][CH2:16][CH2:17]4)=[O:25])=[CH:27][CH:28]=3)[C:3](=[O:14])[O:4]2)=[CH:9][CH:8]=1 |f:4.5.6|. Reported procedure: A mixture of 3-bromo-7-hydroxy-4-methyl-2H-chromen-2-one (1) (7.66 g, 30 mmol), 4-(2-morpholmoethylcarbamoyl)phenylboronic acid (2) (10.02 g, 36 mmol), Na3PO4 (17.21 g, 105 mmol) in a mixture of ethoxyethanol (0.140 g) and water (14 g) was purged with Argon for five minutes in a 250 mL pressure vessel. Ligand Sphos (738 mg, 1.8 mmol) and Pd(OAc)2 (206 mg, 0.90 mmol) were added under an Argon atmosphere then the vessel was sealed and heated for 60 min in a 150° C. oil bath with strong stirring. T...